From a dataset of the Open Reaction Database (ORD), a public repository of structured organic reaction records. describe an organic reaction: reactants, conditions, products, and yield Reactants: COC(=O)C12OC3CC(CC(C1)C3)C2 (2-Oxa-tricyclo[3.3.1.13,7]decane-1-carboxylic acid methyl ester), [OH-].[Na+] (NaOH), Cl (HCl). Run in CO.O (methanol water). Reaction conditions: time 3 hour. Yields the product C12(OC3CC(CC(C1)C3)C2)C(=O)O (2-Oxa-tricyclo[3.3.1.13,7]decane-1-carboxylic acid). Isolated yield 83.6%. Reaction SMILES: C[O:2][C:3]([C:5]12[CH2:14][CH:9]3[CH2:10][CH:11]([CH2:13][CH:7]([CH2:8]3)[O:6]1)[CH2:12]2)=[O:4].[OH-].[Na+].Cl>CO.O>[C:5]12([C:3]([OH:4])=[O:2])[CH2:14][CH:9]3[CH2:10][CH:11]([CH2:13][CH:7]([CH2:8]3)[O:6]1)[CH2:12]2 |f:1.2,4.5|. Procedure: To a solution of Example 54A (2.5 g, 12.6 mmol) in methanol/water (1:1, 100 mL), 5 N aqueous NaOH (3.8 mL, 19 mmol) was added. The mixture was stirred at room temperature for 3 hours and then extracted with dichloromethane to remove un-reacted starting material. The aqueous layer was acidified (pH˜2) with 6 N aqueous HCl and then extracted with dichloromethane. The combined acidic extracts were dried (Na2SO4), filtered, and concentrated under reduced pressure to afford 1.92 g of the title compou... Starting materials: C(C)=O (acetaldehyde), d-chloroform, CO[C@H]1C[C@H](C[C@@H]1O[N+](=O)[O-])C(=O)O ((1R,3S,4S)-3-methoxy-4-(nitrooxy)cyclopentane carboxylic acid), C(C(=O)Cl)(=O)Cl (oxalyl chloride), acid chloride. The reagents and catalysts are [Cl-].[Zn+2].[Cl-] (zinc chloride), CN(C=O)C (N,N-dimethylformamide). Solvent: d-chloroform. Run at temperature 0 celsius, time 60 minute. Product: CO[C@H]1C[C@H](C[C@@H]1O[N+](=O)[O-])C(=O)OC(C)Cl (1-chloroethyl (1R,3S,4S)-3-methoxy-4-(nitrooxy)cyclopentanecarboxylate). RXN SMILES: [CH3:1][O:2][C@@H:3]1[C@@H:7]([O:8][N+:9]([O-:11])=[O:10])[CH2:6][C@H:5]([C:12]([OH:14])=[O:13])[CH2:4]1.[C:15](Cl)(=O)[C:16]([Cl:18])=O.C(=O)C>CN(C)C=O.[Cl-].[Zn+2].[Cl-]>[CH3:1][O:2][C@@H:3]1[C@@H:7]([O:8][N+:9]([O-:11])=[O:10])[CH2:6][C@H:5]([C:12]([O:14][CH:16]([Cl:18])[CH3:15])=[O:13])[CH2:4]1 |f:4.5.6|. Reported procedure: To a d-chloroform (60 mL) solution of (1R,3S,4S)-3-methoxy-4-(nitrooxy)cyclopentane carboxylic acid (4.59 g, 22.4 mmol) was added oxalyl chloride (2.40 mL, 27.4 mmol), followed by a few drops of N,N-dimethylformamide. After 60 minutes, 1H-NMR showed that the reaction was complete. To this reaction mixture was added zinc chloride (0.31 g, 2.27 mmol). The suspension was cooled to 0° C., and a d-chloroform solution (10 mL) of acetaldehyde (2.6 mL, 46.0 mmol) was slowly added to the reaction mixture... Reactants: NC=1SC=C(N1)C(=O)OCC (ethyl 2-amino-1,3-thiazole-4-carboxylate), Cl (hydrochloric acid). Run in O1CCOCC1 (1,4-dioxane). Product: NC=1SC=C(N1)C(=O)O (2-Amino-1,3-thiazole-4-carboxylic acid). The yield is 119.5%. RXN SMILES: [NH2:1][C:2]1[S:3][CH:4]=[C:5]([C:7]([O:9]CC)=[O:8])[N:6]=1.Cl>O1CCOCC1>[NH2:1][C:2]1[S:3][CH:4]=[C:5]([C:7]([OH:9])=[O:8])[N:6]=1. Reported procedure: To a solution of ethyl 2-amino-1,3-thiazole-4-carboxylate (150 mg) (for example available, from Maybridge Chemical Company) in 1,4-dioxane (3 ml) was added 2M hydrochloric acid (2 ml) and the mixture heated at reflux under nitrogen for 70 h. The mixture was cooled to room temperature and the solvent removed in vacuo. Toluene (15 ml) was added and the solvent removed in vacuo to give a solid that was dried in an vacuum oven overnight to give the title compound (150 mg) as a brown solid.